This data is from the Open Reaction Database (ORD), a public repository of structured organic reaction records. The task is: describe an organic reaction: reactants, conditions, products, and yield The reactants are ClC=1C(=NC=CC1)N1NC(CC1C(=O)OCC)=O (ethyl 2-(3-chloro-2-pyridinyl)-5-oxo-3-pyrazolidinecarboxylate), product, P(=O)(Br)(Br)Br (phosphorus oxybromide), C([O-])(O)=O.[Na+] (sodium bicarbonate), O (water), C([O-])(O)=O.[Na+] (sodium bicarbonate). Solvent: ClCCl (dichloromethane). Reaction conditions: temperature 83 celsius, time 5 minute. The product is BrC1=NN(C(C1)C(=O)OCC)C1=NC=CC=C1Cl (Ethyl 3-Bromo-1-(3-chloro-2-pyridinyl)-4.5-dihydro-1H-pyrazole-5-Carboxylate). Yield: 95.0%. As a reaction SMILES: [Cl:1][C:2]1[C:3]([N:8]2[CH:12]([C:13]([O:15][CH2:16][CH3:17])=[O:14])[CH2:11][C:10](=O)[NH:9]2)=[N:4][CH:5]=[CH:6][CH:7]=1.P(Br)(Br)([Br:21])=O.C(=O)(O)[O-].[Na+].O>ClCCl>[Br:21][C:10]1[CH2:11][CH:12]([C:13]([O:15][CH2:16][CH3:17])=[O:14])[N:8]([C:3]2[C:2]([Cl:1])=[CH:7][CH:6]=[CH:5][N:4]=2)[N:9]=1 |f:2.3|. Procedure details: A 1-L four-necked flask equipped with a mechanical stirrer, thermometer, reflux condenser, and nitrogen inlet was charged with acetonitrle (400 mL), ethyl 2-(3-chloro-2-pyridinyl)-5-oxo-3-pyrazolidinecarboxylate (i.e. the product of Step A) (50.0 g, 0.185 mol) and phosphorus oxybromide (34.0 g, 0.119 mol). The orange slurry was heated to reflux at 83° C. over a period of 20 minutes. The resulting turbid, orange solution was held at reflux for 75 minutes, at which time a dense, tan, crystalline p...